From a dataset of the Open Reaction Database (ORD), a public repository of structured organic reaction records. describe an organic reaction: reactants, conditions, products, and yield The reactants are Nc1ccncc1C1CCC(=O)CC1, O=C(CNC(=O)c1cccc(C(F)(F)F)c1)NC1CNC1. The product is Nc1ccncc1C1CCC(N2CC(NC(=O)CNC(=O)c3cccc(C(F)(F)F)c3)C2)CC1. Reaction SMILES: [NH2:1][c:2]1[c:3]([CH:8]2[CH2:9][CH2:10][C:11](=[O:14])[CH2:12][CH2:13]2)[cH:4][n:5][cH:6][cH:7]1.[NH:15]1[CH2:16][CH:17]([NH:19][C:20](=[O:21])[CH2:22][NH:23][C:24]([c:25]2[cH:26][c:27]([C:31]([F:32])([F:33])[F:34])[cH:28][cH:29][cH:30]2)=[O:35])[CH2:18]1>>[NH2:1][c:2]1[c:3]([CH:8]2[CH2:9][CH2:10][CH:11]([N:15]3[CH2:16][CH:17]([NH:19][C:20](=[O:21])[CH2:22][NH:23][C:24]([c:25]4[cH:26][c:27]([C:31]([F:32])([F:33])[F:34])[cH:28][cH:29][cH:30]4)=[O:35])[CH2:18]3)[CH2:12][CH2:13]2)[cH:4][n:5][cH:6][cH:7]1. The reactants are C(C)(C)(C)OC(=O)N1CCC(CC1)C1=CC=C(C=C1)NC1=NN2C(C(=CC=C2)C2=CC=C(C=C2)F)=N1 (4-{4-[8-(4-fluoro-phenyl)-[1,2,4]-triazolo[1,5-a]pyridin-2-ylamino]-phenyl}-piperidine-1-carboxylic acid tert-butyl ester), FC(C(=O)O)(F)F (trifluoroacetic acid). Yields the product FC1=CC=C(C=C1)C=1C=2N(C=CC1)N=C(N2)NC2=CC=C(C=C2)C2CCNCC2 ([8-(4-fluoro-phenyl)-[1,2,4]-triazolo[1,5-a]pyridin-2-yl]-(4-piperidin-4-yl-phenyl)-amine), product. Reaction SMILES: C(OC([N:8]1[CH2:13][CH2:12][CH:11]([C:14]2[CH:19]=[CH:18][C:17]([NH:20][C:21]3[N:36]=[C:24]4[C:25]([C:29]5[CH:34]=[CH:33][C:32]([F:35])=[CH:31][CH:30]=5)=[CH:26][CH:27]=[CH:28][N:23]4[N:22]=3)=[CH:16][CH:15]=2)[CH2:10][CH2:9]1)=O)(C)(C)C.FC(F)(F)C(O)=O>>[F:35][C:32]1[CH:33]=[CH:34][C:29]([C:25]2[C:24]3[N:23]([N:22]=[C:21]([NH:20][C:17]4[CH:18]=[CH:19][C:14]([CH:11]5[CH2:12][CH2:13][NH:8][CH2:9][CH2:10]5)=[CH:15][CH:16]=4)[N:36]=3)[CH:28]=[CH:27][CH:26]=2)=[CH:30][CH:31]=1. Procedure: [8-(4-fluoro-phenyl)-[1,2,4]-triazolo[1,5-a]pyridin-2-yl]-(4-piperidin-4-yl-phenyl)-amine was prepared from 4-{4-[8-(4-fluoro-phenyl)-[1,2,4]-triazolo[1,5-a]pyridin-2-ylamino]-phenyl}-piperidine-1-carboxylic acid tert-butyl ester and trifluoroacetic acid (0.500 mL) in a manner analogous to Example 312 to give product (0.112 g). MP=244-247° C. 1H NMR (400 MHz, (D3C)2SO, δ, ppm): 9.62 (s, 1H), 8.79 (d, 1H), 8.22 (m, 2H), 7.82 (d, 1H), 7.60 (d, 2H), 7.35 (m, 2H), 7.12 (m, 3H), 3.00 (m, 2H), 2.55 (m... The reactants are ClC=1C=C2C(=C(N(C(C2=CC1)=O)CC1=CC=C(C=C1)S(=O)(=O)C)C=O)C1=CC=CC=C1 (6-chloro-2-(4-methanesulfonylbenzyl)-1-oxo-4-phenyl-1,2-dihydroisoquinoline-3-carbaldehyde), C(C)(C)OC(C)C (diisopropyl ether). Yields the product ClC=1C=C2C(=C(N(C(C2=CC1)=O)CC1=CC=C(C=C1)S(=O)(=O)C)C(CC)O)C1=CC=CC=C1 (6-chloro-3-(1-hydroxypropyl)-2-(4-methanesulfonylbenzyl)-4-phenyl-2H-isoquinolin-1-one). As a reaction SMILES: [Cl:1][C:2]1[CH:3]=[C:4]2[C:9](=[CH:10][CH:11]=1)[C:8](=[O:12])[N:7]([CH2:13][C:14]1[CH:19]=[CH:18][C:17]([S:20]([CH3:23])(=[O:22])=[O:21])=[CH:16][CH:15]=1)[C:6]([CH:24]=[O:25])=[C:5]2[C:26]1[CH:31]=[CH:30][CH:29]=[CH:28][CH:27]=1.[CH:32](OC(C)C)(C)[CH3:33]>>[Cl:1][C:2]1[CH:3]=[C:4]2[C:9](=[CH:10][CH:11]=1)[C:8](=[O:12])[N:7]([CH2:13][C:14]1[CH:15]=[CH:16][C:17]([S:20]([CH3:23])(=[O:21])=[O:22])=[CH:18][CH:19]=1)[C:6]([CH:24]([OH:25])[CH2:32][CH3:33])=[C:5]2[C:26]1[CH:27]=[CH:28][CH:29]=[CH:30][CH:31]=1. Procedure: In the same manner as in Example 313, the title compound was synthesized using 6-chloro-2-(4-methanesulfonylbenzyl)-1-oxo-4-phenyl-1,2-dihydroisoquinoline-3-carbaldehyde. Crystals (diisopropyl ether).